This data is from the Open Reaction Database (ORD), a public repository of structured organic reaction records. The task is: describe an organic reaction: reactants, conditions, products, and yield Starting materials: CC(C)=O, COc1ccc(C=O)cc1C(=O)NCc1ccc(C(F)(F)F)cc1, O. Product: COc1ccc(C(=O)O)cc1C(=O)NCc1ccc(C(F)(F)F)cc1. Reaction SMILES: [CH3:25][C:26]([CH3:27])=[O:28].[CH:1](=[O:2])[c:3]1[cH:4][cH:5][c:6]([O:23][CH3:24])[c:7]([C:8](=[O:9])[NH:10][CH2:11][c:12]2[cH:13][cH:14][c:15]([C:18]([F:19])([F:20])[F:21])[cH:16][cH:17]2)[cH:22]1.[OH2:29]>>[C:1](=[O:2])([c:3]1[cH:4][cH:5][c:6]([O:23][CH3:24])[c:7]([C:8](=[O:9])[NH:10][CH2:11][c:12]2[cH:13][cH:14][c:15]([C:18]([F:19])([F:20])[F:21])[cH:16][cH:17]2)[cH:22]1)[OH:28]. Starting materials: solution, Cl (hydrogen chloride), Cl (hydrochloric acid), C(C)OC(C(=CN(C)C)N1N=NC=C1)=O (3-(Dimethylamino)-2-(1H-1,2,3-triazol-1-yl)acrylic acid ethyl ester), ClC1=NC=NC(=C1)NN (4-Chloro-6-hydrazinopyrimidine), C(=O)(C(F)(F)F)O (TFA), C[O-].[Na+] (sodium methylate). The solvent is C(C)O (ethanol), O1CCOCC1 (dioxane), C(C)O (ethanol). Yields the product Cl.ClC1=CC(=NC=N1)N1NC=C(C1=O)N1N=NC=C1 (2-(6-Chloropyrimidin-4-yl)-4-(1H-1,2,3-triazol-1-yl)-1,2-dihydro-3H-pyrazol-3-one hydrochloride). Reaction SMILES: C(O[C:4](=[O:15])[C:5]([N:10]1[CH:14]=[CH:13][N:12]=[N:11]1)=[CH:6][N:7](C)C)C.[Cl:16][C:17]1[CH:22]=[C:21]([NH:23]N)[N:20]=[CH:19][N:18]=1.C(O)(C(F)(F)F)=O.Cl.C[O-].[Na+]>O1CCOCC1.C(O)C>[ClH:16].[Cl:16][C:17]1[N:18]=[CH:19][N:20]=[C:21]([N:23]2[C:4](=[O:15])[C:5]([N:10]3[CH:14]=[CH:13][N:12]=[N:11]3)=[CH:6][NH:7]2)[CH:22]=1 |f:4.5,8.9|. Procedure details: 10.0 g (47.7 mmol) of the compound from Example 3A and 8.3 g (57.1 mmol) of the compound from Example 7A are initially introduced into 100 ml ethanol and 1.5 ml (2.2 g, 19.0 mmol) TFA are added. The mixture is stirred under reflux for 12 h. A 4 M solution of hydrogen chloride in dioxane is then added in excess to the cooled reaction mixture, the mixture is extracted by stirring for approx. 1 h, the crystals which have precipitated out are filtered off and the residue on the filter is washed with... Reaction SMILES: [Br-:19].[Br:1][c:2]1[cH:3][c:4]([CH:12]=[O:13])[cH:5][c:6]2[cH:7][cH:8][cH:9][n:10][c:11]12.[CH2:14]1[O:15][CH2:16][CH2:17][CH2:18]1.[CH3:20][P+:21]([c:22]1[cH:23][cH:24][cH:25][cH:26][cH:27]1)([c:28]1[cH:29][cH:30][cH:31][cH:32][cH:33]1)[c:34]1[cH:35][cH:36][cH:37][cH:38][cH:39]1.[Cl-:40].[NH4+:41]>>[Br:1][c:2]1[cH:3][c:4]([CH:12]=[CH2:14])[cH:5][c:6]2[cH:7][cH:8][cH:9][n:10][c:11]12. Yields the product C=Cc1cc(Br)c2ncccc2c1. The reactants are [Br-], O=Cc1cc(Br)c2ncccc2c1, C1CCOC1, C[P+](c1ccccc1)(c1ccccc1)c1ccccc1, [Cl-], [NH4+].